From a dataset of the Open Reaction Database (ORD), a public repository of structured organic reaction records. describe an organic reaction: reactants, conditions, products, and yield The reactants are C(C)(C)(C)OC(=O)C=1C=CC(=NC1)N1CCC(CC1)(C)NC(=O)OCC1=CC=CC=C1 (4-benzyloxycarbonylamino-4-methyl-3,4,5,6-tetrahydro-2H-(1,2′)bipyridinyl-5′-carboxylic acid tert-butyl ester), C(=O)[O-].[NH4+] (ammonium formate). The reagents and catalysts are [Pd] (Pd/C). Run in C(C)(C)O (isopropanol), CO (methanol), C(C)(=O)OCC (ethyl acetate). Conditions: temperature 80 celsius, time 30 minute. Product: C(C)(C)(C)OC(=O)C=1C=CC(=NC1)N1CCC(CC1)(C)N (4-Amino-4-methyl-3,4,5,6-tetrahydro-2H-(1,2′)bipyridinyl-5′-carboxylic acid tert-butyl ester). RXN SMILES: [C:1]([O:5][C:6]([C:8]1[CH:9]=[CH:10][C:11]([N:14]2[CH2:19][CH2:18][C:17]([NH:21]C(OCC3C=CC=CC=3)=O)([CH3:20])[CH2:16][CH2:15]2)=[N:12][CH:13]=1)=[O:7])([CH3:4])([CH3:3])[CH3:2].C([O-])=O.[NH4+]>C(O)(C)C.CO.C(OCC)(=O)C.[Pd]>[C:1]([O:5][C:6]([C:8]1[CH:9]=[CH:10][C:11]([N:14]2[CH2:19][CH2:18][C:17]([NH2:21])([CH3:20])[CH2:16][CH2:15]2)=[N:12][CH:13]=1)=[O:7])([CH3:4])([CH3:2])[CH3:3] |f:1.2|. Reported procedure: To a stirred solution of 4-benzyloxycarbonylamino-4-methyl-3,4,5,6-tetrahydro-2H-(1,2′)bipyridinyl-5′-carboxylic acid tert-butyl ester (0.29 g, 0.68 mmol) in isopropanol, methanol and ethyl acetate (1:1:1, 5.0 mL) at room temperature was added ammonium formate (0.25 g, 1.07 mmol) and 10% Pd/C (25 mg) under nitrogen. The reaction mixture was stirred at 80° C. for 30 minutes, cooled, filtered through Celite, and concentrated under reduced pressure to provide the titled compound. MS (CT) m/z 292 (M... The reactants are FC(C=1C=C(C=CC1)C=1N=C(SC1)CN1N=CC(=C1)C(=O)OCC)(F)F (ethyl 1-({4-[3-(trifluoromethyl)phenyl]-1,3-thiazol-2-yl}methyl)-1H-pyrazole-4-carboxylate), C(C)O (ethanol), [OH-].[Na+] (sodium hydroxide). Run in O1CCCC1 (tetrahydrofuran). Conditions: time 8 hour. The product is FC(C=1C=C(C=CC1)C=1N=C(SC1)CN1N=CC(=C1)C(=O)O)(F)F (1-({4-[3-(trifluoromethyl)phenyl]-1,3-thiazol-2-yl}methyl)-1H-pyrazole-4-carboxylic acid). Yield: 67.4%. As a reaction SMILES: [F:1][C:2]([F:26])([F:25])[C:3]1[CH:4]=[C:5]([C:9]2[N:10]=[C:11]([CH2:14][N:15]3[CH:19]=[C:18]([C:20]([O:22]CC)=[O:21])[CH:17]=[N:16]3)[S:12][CH:13]=2)[CH:6]=[CH:7][CH:8]=1.C(O)C.[OH-].[Na+]>O1CCCC1>[F:26][C:2]([F:1])([F:25])[C:3]1[CH:4]=[C:5]([C:9]2[N:10]=[C:11]([CH2:14][N:15]3[CH:19]=[C:18]([C:20]([OH:22])=[O:21])[CH:17]=[N:16]3)[S:12][CH:13]=2)[CH:6]=[CH:7][CH:8]=1 |f:2.3|. Procedure details: To the compound (4.80 g, 12.6 mmol) obtained in Example 1c were added ethanol (40 mL), tetrahydrofuran (10 mL) and 2N aqueous sodium hydroxide solution (12.6 mL, 25.2 mmol), and the mixture was stirred overnight. The reaction mixture was concentrated under reduced pressure, and the residue was extracted with water, and washed with ether. The aqueous layer was acidified with 6N hydrochloric acid, extracted with ethyl acetate, washed with saturated brine, dried over sodium sulfate, and concentrate... Reactants: CSC(=C(C#N)C#N)SC (3,3-bis-methylmercapto-2-cyano-acrylonitrile), C(=O)(OC(C)(C)C)NC1=CC=C(C=C1)N (N-BOC-1,4-phenylenediamine). Run in CO (methanol). Product: C(=O)(OC(C)(C)C)NC1=CC=C(C=C1)NC(=C(C#N)C#N)SC (3-[4-(N-BOC-Amino)-phenylamino]-2-cyano-3-methylmercapto-acrylonitrile). As a reaction SMILES: CS[C:3]([S:9][CH3:10])=[C:4]([C:7]#[N:8])[C:5]#[N:6].[C:11]([NH:18][C:19]1[CH:24]=[CH:23][C:22]([NH2:25])=[CH:21][CH:20]=1)([O:13][C:14]([CH3:17])([CH3:16])[CH3:15])=[O:12]>CO>[C:11]([NH:18][C:19]1[CH:20]=[CH:21][C:22]([NH:25][C:3]([S:9][CH3:10])=[C:4]([C:7]#[N:8])[C:5]#[N:6])=[CH:23][CH:24]=1)([O:13][C:14]([CH3:17])([CH3:16])[CH3:15])=[O:12]. Procedure: A mixture of 13.89 g (81.58 mmol) of 3,3-bis-methylmercapto-2-cyano-acrylonitrile, 17 g (81.63 mmol) of N-BOC-1,4-phenylenediamine (Fluka) and 200 ml of methanol is heated under reflux for 5 hours. Cooling to room temperature, filtering and washing the filter residue with methanol yield the title compound; m.p. 190° C. Concentration of the filtrate by evaporation and recrystallization of the residue from 50 ml of methanol yield a further batch of the title compound; m.p. 190-191° C. The reactants are CI (MeI), [Li]CCCC (n-BuLi), hexanes, N(C1=CC=CC=C1)C=1N(C2=NC(=C(C=C2C(C1)=O)Br)C)C1=CC=CC=C1 (2-anilino-6-bromo-7-methyl-1-phenyl-1,8-naphthyridin-4(1H)-one). Solvent: C1CCOC1 (THF). Conditions: temperature -78 celsius, time 10 minute. Product: N(C1=CC=CC=C1)C=1N(C2=NC(=C(C=C2C(C1)=O)C)C)C1=CC=CC=C1 (2-anilino-6,7-dimethyl-1-phenyl-1,8-naphthyridin-4(1H)-one). The yield is 32.0%. Reaction SMILES: [NH:1]([C:8]1[N:9]([C:21]2[CH:26]=[CH:25][CH:24]=[CH:23][CH:22]=2)[C:10]2[C:15]([C:16](=[O:18])[CH:17]=1)=[CH:14][C:13](Br)=[C:12]([CH3:20])[N:11]=2)[C:2]1[CH:7]=[CH:6][CH:5]=[CH:4][CH:3]=1.[Li][CH2:28]CCC.CI>C1COCC1>[NH:1]([C:8]1[N:9]([C:21]2[CH:26]=[CH:25][CH:24]=[CH:23][CH:22]=2)[C:10]2[C:15]([C:16](=[O:18])[CH:17]=1)=[CH:14][C:13]([CH3:28])=[C:12]([CH3:20])[N:11]=2)[C:2]1[CH:7]=[CH:6][CH:5]=[CH:4][CH:3]=1. Reported procedure: A suspension of 2-anilino-6-bromo-7-methyl-1-phenyl-1,8-naphthyridin-4(1H)-one (203 mg, 0.5 mmol) in THF (10 mL) in an atmosphere of argon was cooled to −78° C. A solution of n-BuLi in hexanes (1.0 mL, 1.6 mmol, 1.6 M) was added and the suspension was stirred for 10 min at 0° C. until it became a clear solution. Excessive MeI (0.2 mL, 3.2 mmol) was added, and the reaction was stirred for another 10 min. The reaction was quenched with saturated aqueous NH4Cl (2.0 mL) and water (10 mL) and the mix... The reactants are C1(=CC=CC=C1)C(=CCCBr)C1=CC=CC=C1 (1,1-diphenyl-4-bromobutene). Reagents/catalysts: [Pd] (palladium on carbon). Solvent: C(C)O (ethanol). The product is C1(=CC=CC=C1)C(CCCBr)C1=CC=CC=C1 (1,1-Diphenyl-4-bromobutane). The yield is 91.8%. RXN SMILES: [C:1]1([C:7]([C:12]2[CH:17]=[CH:16][CH:15]=[CH:14][CH:13]=2)=[CH:8][CH2:9][CH2:10][Br:11])[CH:6]=[CH:5][CH:4]=[CH:3][CH:2]=1>C(O)C.[Pd]>[C:12]1([CH:7]([C:1]2[CH:2]=[CH:3][CH:4]=[CH:5][CH:6]=2)[CH2:8][CH2:9][CH2:10][Br:11])[CH:13]=[CH:14][CH:15]=[CH:16][CH:17]=1. Procedure details: 1,1-diphenyl-4-bromobutene (10.0 g) is dissolved in absolute ethanol (100 ml) and palladium on carbon (400 mg) is added. The reaction mixture is placed under hydrogen atmosphere (P=3.3 bar) for 6 hours. The mixture is filtered on kelite, the filtrate is concentrated to obtain the desired product as an orange oil (9.24 g). Reactants: O(C1=CC=CC=C1)C1=CC=C(C=O)C=C1 (4-Phenoxybenzaldehyde), [C@@H](C)(CC)N ((R)-sec-butylamine), C(#N)[BH3-].[Na+] (Sodium cyanoborohydride). Solvent: CO (methanol). Reaction conditions: time 18 hour. The product is [C@@H](C)(CC)NCC1=CC=C(C=C1)OC1=CC=CC=C1 (N-((R)-sec-butyl)-N-(4-phenoxybenzyl)amine). Isolated yield 76.4%. RXN SMILES: [O:1]([C:8]1[CH:15]=[CH:14][C:11]([CH:12]=O)=[CH:10][CH:9]=1)[C:2]1[CH:7]=[CH:6][CH:5]=[CH:4][CH:3]=1.[C@H:16]([NH2:20])([CH2:18][CH3:19])[CH3:17].C([BH3-])#N.[Na+]>CO>[C@H:16]([NH:20][CH2:12][C:11]1[CH:14]=[CH:15][C:8]([O:1][C:2]2[CH:7]=[CH:6][CH:5]=[CH:4][CH:3]=2)=[CH:9][CH:10]=1)([CH2:18][CH3:19])[CH3:17] |f:2.3|. Reported procedure: 4-Phenoxybenzaldehyde (8.13 g, 41 mmol) and (R)-sec-butylamine (3 g, 41 mmol) were dissolved in methanol (137 mL) under nitrogen at room temperature. Sodium cyanoborohydride (2.58 g) was added, and stirring was continued for 18 hours. The solvent was removed, and the residue was suspended in ether, washed with brine and dried over Na2SO4. The ether was evaporated, and the crude product was chromatographed on silica gel eluting with 3% methanol in methylene chloride to provide 8.0 g (77%) of the ... Reactants: C12(CC3CC(CC(C1)C3)C2)C2=CC=C(OCC(=O)N3CCN(CC3)C)C=C2 (2-(4-(adamantan-1-yl)phenoxy)-1-(4-methylpiperazin-1-yl)ethanone), C1(=CC=C(C=C1)S(=O)(=O)O)C (p-toluenesulfonic acid). The product is title compound, CC1=CC=C(C=C1)S(=O)(=O)[O-].C12(CC3CC(CC(C1)C3)C2)C2=CC=C(OCC(=O)N3CC[NH+](CC3)C)C=C2 (4-(2-(4-(adamantan-1-yl)phenoxy)acetyl)-1-methylpiperazin-1-ium 4-methylbenzenesulfonate). Yield: 82.2%. Reaction SMILES: [C:1]12([C:11]3[CH:27]=[CH:26][C:14]([O:15][CH2:16][C:17]([N:19]4[CH2:24][CH2:23][N:22]([CH3:25])[CH2:21][CH2:20]4)=[O:18])=[CH:13][CH:12]=3)[CH2:10][CH:5]3[CH2:6][CH:7]([CH2:9][CH:3]([CH2:4]3)[CH2:2]1)[CH2:8]2.[C:28]1([CH3:38])[CH:33]=[CH:32][C:31]([S:34]([OH:37])(=[O:36])=[O:35])=[CH:30][CH:29]=1>>[CH3:38][C:28]1[CH:29]=[CH:30][C:31]([S:34]([O-:37])(=[O:36])=[O:35])=[CH:32][CH:33]=1.[C:1]12([C:11]3[CH:27]=[CH:26][C:14]([O:15][CH2:16][C:17]([N:19]4[CH2:24][CH2:23][NH+:22]([CH3:25])[CH2:21][CH2:20]4)=[O:18])=[CH:13][CH:12]=3)[CH2:10][CH:5]3[CH2:6][CH:7]([CH2:9][CH:3]([CH2:4]3)[CH2:2]1)[CH2:8]2 |f:2.3|. Procedure: The title compound was prepared from 2-(4-(adamantan-1-yl)phenoxy)-1-(4-methylpiperazin-1-yl)ethanone (1.0 g, 2.7 mmol), prepared from the example 3, and p-toluenesulfonic acid (0.52 g, 2.7 mmol) according to the example 43, which was given 4-(2-(4-(adamantan-1-yl)phenoxy)acetyl)-1-methylpiperazin-1-ium 4-methylbenzenesulfonate as a crystalline white solid (1.2 g, 82% yield). The reactants are CC(C)(C)OC(=O)NC1(CO)CCN(C(=O)OC(C)(C)C)CC1, Clc1ccc(CBr)cc1, [H-], [Na+], CN(C)C=O. Yields the product CC(C)(C)OC(=O)NC1(COCc2ccc(Cl)cc2)CCN(C(=O)OC(C)(C)C)CC1. Reaction SMILES: [C:3]([CH3:4])([CH3:5])([CH3:6])[O:7][C:8](=[O:9])[N:10]1[CH2:11][CH2:12][C:13]([CH2:16][OH:17])([NH:18][C:19](=[O:20])[O:21][C:22]([CH3:23])([CH3:24])[CH3:25])[CH2:14][CH2:15]1.[Cl:26][c:27]1[cH:28][cH:29][c:30]([CH2:31][Br:32])[cH:33][cH:34]1.[H-:1].[Na+:2].[O:35]=[CH:36][N:37]([CH3:38])[CH3:39]>>[C:3]([CH3:4])([CH3:5])([CH3:6])[O:7][C:8](=[O:9])[N:10]1[CH2:11][CH2:12][C:13]([CH2:16][O:17][CH2:31][c:30]2[cH:29][cH:28][c:27]([Cl:26])[cH:34][cH:33]2)([NH:18][C:19](=[O:20])[O:21][C:22]([CH3:23])([CH3:24])[CH3:25])[CH2:14][CH2:15]1. The reactants are O=C1CCC(=O)N1Br, ClC(Cl)(Cl)Cl, CCc1ccc(OC)cc1OCc1ccccc1. The product is CCc1cc(Br)c(OC)cc1OCc1ccccc1. RXN SMILES: [Br:19][N:20]1[C:21](=[O:22])[CH2:23][CH2:24][C:25]1=[O:26].[C:27]([Cl:28])([Cl:29])([Cl:30])[Cl:31].[CH2:1]([c:2]1[cH:3][cH:4][cH:5][cH:6][cH:7]1)[O:8][c:9]1[cH:10][c:11]([O:17][CH3:18])[cH:12][cH:13][c:14]1[CH2:15][CH3:16]>>[CH2:1]([c:2]1[cH:3][cH:4][cH:5][cH:6][cH:7]1)[O:8][c:9]1[cH:10][c:11]([O:17][CH3:18])[c:12]([Br:19])[cH:13][c:14]1[CH2:15][CH3:16]. Reactants: C(C)(C)C1=CC=C(CO)C=C1 (4-isopropylbenzyl alcohol), BrCC=1C=C(C=CC1OC)CC(C(=O)[O-])OC(C)C (3-[3-(bromomethyl)-4-methoxyphenyl]-2-isopropoxypropanoate). Product: C(C)(C)OC(C(=O)O)CC1=CC(=C(C=C1)OC)COCC1=CC=C(C=C1)OC(C)C (2-isopropoxy-3-(3-[(4-isopropoxybenzyl)oxy]methyl-4-methoxyphenyl)propanoic acid). Reaction SMILES: C([C:4]1[CH:11]=[CH:10][C:7]([CH2:8][OH:9])=[CH:6][CH:5]=1)(C)C.Br[CH2:13][C:14]1[CH:15]=[C:16]([CH2:22][CH:23]([O:27][CH:28]([CH3:30])[CH3:29])[C:24]([O-:26])=[O:25])[CH:17]=[CH:18][C:19]=1[O:20][CH3:21]>>[CH:28]([O:27][CH:23]([CH2:22][C:16]1[CH:17]=[CH:18][C:19]([O:20][CH3:21])=[C:14]([CH2:13][O:9][CH2:8][C:7]2[CH:6]=[CH:5][C:4]([O:20][CH:19]([CH3:18])[CH3:14])=[CH:11][CH:10]=2)[CH:15]=1)[C:24]([OH:26])=[O:25])([CH3:30])[CH3:29]. Reported procedure: Using 4-isopropylbenzyl alcohol and 3-[3-(bromomethyl)-4-methoxyphenyl]-2-isopropoxypropanoate, 2-isopropoxy-3-(3-[(4-isopropoxybenzyl)oxy]methyl-4-methoxyphenyl)propanoic acid was obtained in the same method as in Example 247).